This data is from the Open Reaction Database (ORD), a public repository of structured organic reaction records. The task is: describe an organic reaction: reactants, conditions, products, and yield Reactants: COC1=NC2=C(C=C(C=C2C=C1)C1=CC=C(C=C1)OC)C (2-methoxy-8-methyl-6-[4-methoxyphenyl]quinoline), Br (HBr). Procedure details: A mixture of 2-methoxy-8-methyl-6-[4-methoxyphenyl]quinoline (4.82 g) and 48% aqueous HBr (100 cm3) was heated under reflux for 6 hours. The cooled mixture was diluted with water (200 cm3), the solid filtered off, and dissolved in chloroform:methanol, 4:1 (500 cm3). The organic phase was washed with water (2×25 cm3), dried (MgS04) and evaporated in vacuo to give a solid which was recrystallised from propan-2-ol to afford the title compound, m.p. 270°-274°, (2.5 g). Reaction SMILES: C[O:2][C:3]1[CH:12]=[CH:11][C:10]2[C:5](=[C:6]([CH3:21])[CH:7]=[C:8]([C:13]3[CH:18]=[CH:17][C:16]([O:19]C)=[CH:15][CH:14]=3)[CH:9]=2)[N:4]=1.Br>O>[CH3:21][C:6]1[CH:7]=[C:8]([C:13]2[CH:18]=[CH:17][C:16]([OH:19])=[CH:15][CH:14]=2)[CH:9]=[C:10]2[C:5]=1[NH:4][C:3](=[O:2])[CH:12]=[CH:11]2. Product: CC=1C=C(C=C2C=CC(NC12)=O)C1=CC=C(C=C1)O (8-methyl-6-[4-hydroxylphenyl]-2-(1H)-quinolone). The solvent is O (water). Starting materials: BrC1=CC=2C3=C(C=NC2C=C1)N(C(N3C=3C(=NN(C3)C(C)C)C)=O)C (8-bromo-1-(1-isopropyl-3-methyl-1H-pyrazol-4-yl)-3-methyl-1,3-dihydro-imidazo[4,5-c]quinolin-2-one), BrC1=CC=2C3=C(C=NC2C=C1)N(C(N3C=3C(=NN(C3)C(C)C)C)=O)C (8-bromo-1-(1-isopropyl-3-methyl-1H-pyrazol-4-yl)-3-methyl-1,3-dihydro-imidazo[4,5-c]quinolin-2-one), FC1=NC=C(C=C1N)B1OC(C(O1)(C)C)(C)C (2-fluoro-5-(4,4,5,5-tetramethyl-[1,3,2]dioxaborolan-2-yl)-pyridin-3-ylamine). The product is NC=1C=C(C=NC1F)C1=CC=2C3=C(C=NC2C=C1)N(C(N3C=3C(=NN(C3)C(C)C)C)=O)C (8-(5-Amino-6-fluoro-pyridin-3-yl)-1-(1-isopropyl-3-methyl-1H-pyrazol-4-yl)-3-methyl-1,3-dihydro-imidazo[4,5-c]quinolin-2-one). RXN SMILES: Br[C:2]1[CH:11]=[CH:10][C:9]2[N:8]=[CH:7][C:6]3[N:12]([CH3:25])[C:13](=[O:24])[N:14]([C:15]4[C:16]([CH3:23])=[N:17][N:18]([CH:20]([CH3:22])[CH3:21])[CH:19]=4)[C:5]=3[C:4]=2[CH:3]=1.[F:26][C:27]1[C:32]([NH2:33])=[CH:31][C:30](B2OC(C)(C)C(C)(C)O2)=[CH:29][N:28]=1>>[NH2:33][C:32]1[CH:31]=[C:30]([C:2]2[CH:11]=[CH:10][C:9]3[N:8]=[CH:7][C:6]4[N:12]([CH3:25])[C:13](=[O:24])[N:14]([C:15]5[C:16]([CH3:23])=[N:17][N:18]([CH:20]([CH3:22])[CH3:21])[CH:19]=5)[C:5]=4[C:4]=3[CH:3]=2)[CH:29]=[N:28][C:27]=1[F:26]. Reported procedure: The title compound was synthesized in a similar manner as described for Example 1.1 using 8-bromo-1-(1-isopropyl-3-methyl-1H-pyrazol-4-yl)-3-methyl-1,3-dihydro-imidazo[4,5-c]quinolin-2-one (Intermediate G, 0.098 mmol) and 2-fluoro-5-(4,4,5,5-tetramethyl-[1,3,2]dioxaborolan-2-yl)-pyridin-3-ylamine (stage 149.1.1) to give the title compound as a yellow foam. (HPLC: tR 2.53 min (Method A); M+H=485 MS-ES; 1H-NMR (d6-DMSO, 400 MHz) 8.97 (s, 1H), 8.20 (s, 1H), 8.12-8.08 (m, 1H), 7.76-7.72 (m, 1H), 7.4... Product: CNC(=O)c1nccc(Cl)c1C. The reactants are C1CCOC1, CC(C)[N-]C(C)C, CI, CNC(=O)c1cc(Cl)ccn1, [Li+]. Reaction SMILES: [CH2:22]1[O:23][CH2:24][CH2:25][CH2:26]1.[CH3:13][CH:14]([N-:15][CH:16]([CH3:17])[CH3:18])[CH3:19].[CH3:20][I:21].[Cl:1][c:2]1[cH:3][c:4]([C:8](=[O:9])[NH:10][CH3:11])[n:5][cH:6][cH:7]1.[Li+:12]>>[Cl:1][c:2]1[c:3]([CH3:13])[c:4]([C:8](=[O:9])[NH:10][CH3:11])[n:5][cH:6][cH:7]1.